From a dataset of the Open Reaction Database (ORD), a public repository of structured organic reaction records. describe an organic reaction: reactants, conditions, products, and yield Reactants: CON(C(=O)[C@@H]1CN(CC1)C(=O)OC(C)(C)C)C ((S)-tert-butyl 3-(methoxy(methyl)carbamoyl)pyrrolidine-1-carboxylate), C[Mg]Br (methylmagnesium bromide). Run in C1CCOC1 (THF). Reaction conditions: temperature 0 celsius, time 2 hour. Product: C(C)(=O)[C@@H]1CN(CC1)C(=O)OC(C)(C)C ((S)-tert-butyl 3-acetylpyrrolidine-1-carboxylate). RXN SMILES: CON(C)[C:4]([C@H:6]1[CH2:10][CH2:9][N:8]([C:11]([O:13][C:14]([CH3:17])([CH3:16])[CH3:15])=[O:12])[CH2:7]1)=[O:5].[CH3:19][Mg]Br>C1COCC1>[C:4]([C@H:6]1[CH2:10][CH2:9][N:8]([C:11]([O:13][C:14]([CH3:15])([CH3:16])[CH3:17])=[O:12])[CH2:7]1)(=[O:5])[CH3:19]. Reported procedure: To a solution of (S)-tert-butyl 3-(methoxy(methyl)carbamoyl)pyrrolidine-1-carboxylate in THF (18 mL) was added methylmagnesium bromide (in ether, 3 M, 2.7 mL) at 0° C. The mixture was stirred at 0° C. for 2 hours, then quenched with saturated aqueous NH4Cl, and extracted with Et2O. The combined extracts were washed with saturated aqueous NaHCO3, dried over Na2SO4, filtered, and concentrated to give the tile compound for the next step. Yield: 65.2%. Solvent: C[O-].[Na+] (NaOMe). As a reaction SMILES: [F:1][C:2]1[CH:7]=[CH:6][C:5]([C@H:8]([NH:10][C:11]([C@H:13]2[CH2:18][CH2:17][C@H:16]([NH:19][S:20]([C:23]3[CH:24]=[N:25][C:26](Cl)=[C:27]([Br:29])[CH:28]=3)(=[O:22])=[O:21])[CH2:15][CH2:14]2)=[O:12])[CH3:9])=[CH:4][CH:3]=1.[CH3:31][OH:32]>C[O-].[Na+]>[F:1][C:2]1[CH:7]=[CH:6][C:5]([C@H:8]([NH:10][C:11]([C@H:13]2[CH2:18][CH2:17][C@H:16]([NH:19][S:20]([C:23]3[CH:24]=[N:25][C:26]([O:32][CH3:31])=[C:27]([Br:29])[CH:28]=3)(=[O:22])=[O:21])[CH2:15][CH2:14]2)=[O:12])[CH3:9])=[CH:4][CH:3]=1 |f:2.3|. Run at time 8 hour. Product: FC1=CC=C(C=C1)[C@@H](C)NC(=O)[C@@H]1CC[C@H](CC1)NS(=O)(=O)C=1C=NC(=C(C1)Br)OC (Trans-4-(5-Bromo-6-methoxy-pyridine-3-sulfonylamino)-cyclohexanecarboxylic acid [(R)-1-(4-fluoro-phenyl)-ethyl]-amide). Procedure: Trans-4-(5-Bromo-6-chloro-pyridine-3-sulfonylamino)-cyclohexanecarboxylic acid [(R)-1-(4-fluoro-phenyl)-ethyl]-amide (Example 144, 484 mg, 0.933 mmol) was dissolved in a solution of NaOMe in MeOH (0.5M, 28 ml, 13.99 mmol). The reaction mixture was stirred overnight at room temperature. LCMS indicated that the reaction was complete and it was concentrated in vacuo then taken up in EtOAc and purified via column chromatography using a biotage SP1, 40+M column, with 50% EtOAc in heptane as calculate... Starting materials: FC1=CC=C(C=C1)[C@@H](C)NC(=O)[C@@H]1CC[C@H](CC1)NS(=O)(=O)C=1C=NC(=C(C1)Br)Cl (Trans-4-(5-Bromo-6-chloro-pyridine-3-sulfonylamino)-cyclohexanecarboxylic acid [(R)-1-(4-fluoro-phenyl)-ethyl]-amide), CO (MeOH). The reactants are Na(OAC)3BH, C(C)OC(=O)[C@@H]1[C@@H](N(CCC1)C(C1=C(C=CC=C1)C)=O)C1=CC=C(C=C1)N ((2R,3S)-2-(4-aminophenyl)-1-(2-methylbenzoyl)piperidine-3-carboxylic acid ethyl ester), C1(CCCC1)=O (cyclopentanone), C(C)(=O)O (acetic acid). Solvent: ClC(C)Cl (dichloroethane), C(Cl)Cl (CH2Cl2). Reaction conditions: temperature 50 celsius, time 48 hour. The product is C(C)OC(=O)[C@@H]1[C@@H](N(CCC1)C(C1=C(C=CC=C1)C)=O)C1=CC=C(C=C1)NC1CCCC1 ((2R,3S)-2-(4-Cyclopentylaminophenyl)-1-(2-methylbenzoyl)piperidine-3-carboxylic acid ethyl ester). The yield is 62.0%. As a reaction SMILES: [CH2:1]([O:3][C:4]([C@H:6]1[CH2:11][CH2:10][CH2:9][N:8]([C:12](=[O:20])[C:13]2[CH:18]=[CH:17][CH:16]=[CH:15][C:14]=2[CH3:19])[C@H:7]1[C:21]1[CH:26]=[CH:25][C:24]([NH2:27])=[CH:23][CH:22]=1)=[O:5])[CH3:2].[C:28]1(=O)[CH2:32][CH2:31][CH2:30][CH2:29]1.C(O)(=O)C>ClC(Cl)C.C(Cl)Cl>[CH2:1]([O:3][C:4]([C@H:6]1[CH2:11][CH2:10][CH2:9][N:8]([C:12](=[O:20])[C:13]2[CH:18]=[CH:17][CH:16]=[CH:15][C:14]=2[CH3:19])[C@H:7]1[C:21]1[CH:22]=[CH:23][C:24]([NH:27][CH:28]2[CH2:32][CH2:31][CH2:30][CH2:29]2)=[CH:25][CH:26]=1)=[O:5])[CH3:2]. Reported procedure: Na(OAC)3BH (495 mg, 2.33 mmol) was added to a solution of the (2R,3S)-2-(4-aminophenyl)-1-(2-methylbenzoyl)piperidine-3-carboxylic acid ethyl ester (612 mg, 1.67 mmol), cyclopentanone (140 mg, 1.67 mmol) and acetic acid (100 mg, 1.67 mmol) in dry dichloroethane at r.t and the reaction mixture was heated to 50° C. for 4 h, cooled to r.t and stirred for 48 h. It was then diluted with CH2Cl2 (30 mL), washed with saturated aqueous NaHCO3 solution, dried and concentrated in vacuo. The residue was pur... The reactants are C(CCC)[Li] (n-butyl lithium), BrC1=NC(=CC(=C1)N(C)C)OC1=CC(=CC=C1)C(F)(F)F (2-bromo-4-dimethylamino-6-[3-(trifluoromethyl)phenoxy] pyridine), C(=O)=O (carbon dioxide). Solvent: C(C)OCC (diethyl ether). Conditions: time 10 minute. Product: CN(C1=CC(=NC(=C1)OC1=CC(=CC=C1)C(F)(F)F)C(=O)O)C (4-dimethylamino-6-[3-(trifluoromethyl)phenoxy] picolinic acid). RXN SMILES: Br[C:2]1[CH:7]=[C:6]([N:8]([CH3:10])[CH3:9])[CH:5]=[C:4]([O:11][C:12]2[CH:17]=[CH:16][CH:15]=[C:14]([C:18]([F:21])([F:20])[F:19])[CH:13]=2)[N:3]=1.C([Li])CCC.[C:27](=[O:29])=[O:28]>C(OCC)C>[CH3:9][N:8]([CH3:10])[C:6]1[CH:5]=[C:4]([O:11][C:12]2[CH:17]=[CH:16][CH:15]=[C:14]([C:18]([F:21])([F:20])[F:19])[CH:13]=2)[N:3]=[C:2]([C:27]([OH:29])=[O:28])[CH:7]=1. Procedure: 2-bromo-4-dimethylamino-6-[3-(trifluoromethyl)phenoxy] pyridine (5.00 g, 0.0138 mol) was dissolved in about 200 ml of diethyl ether. While cooling in a dry ice-acetone bath in an argon atmosphere, the obtained solution was mixed with n-butyl lithium [9.2 ml (ca. 1.66 M in hexane solution), 0.0138×1.1 mol], and then stirred for about 10 minutes. After the interior of the reactor was replaced with a carbon dioxide gas, the solution was removed from the bath and stirred at room temperature for abou... Reactants: ClC1=C(C(=CC=C1)Cl)C (2,6-dichlorotoluene), [N+](=O)(O)[O-] (nitric acid), ice water. Run at time 30 minute. Product: ClC1=C(C(=CC=C1[N+](=O)[O-])Cl)C (2,6-dichloro-3-nitrotoluene). RXN SMILES: [Cl:1][C:2]1[CH:7]=[CH:6][CH:5]=[C:4]([Cl:8])[C:3]=1[CH3:9].[N+:10]([O-])([OH:12])=[O:11]>>[Cl:1][C:2]1[C:7]([N+:10]([O-:12])=[O:11])=[CH:6][CH:5]=[C:4]([Cl:8])[C:3]=1[CH3:9]. Procedure: To 2,6-dichlorotoluene (200 g) is added dropwise fuming nitric acid (d=1.52, 206 ml) at 25° to 30° C. After stirring for 30 minutes at room temperature, the mixture is poured into ice-water, extracted with diethyl ether, and the extract is washed with an aqueous sodium hydrogen carbonate solution and then dried. The solvent is distilled off under reduced pressure to give 2,6-dichloro-3-nitrotoluene as yellow crystals (253.2 g). Reagents/catalysts: [Pd] (palladium-on-charcoal). The reactants are 14.4, C(C)OCC1(CCN(CC1)CC1=CC=CC=C1)N(C(CC)=O)C1=CC=CC=C1 (N-[4-(ethoxymethyl)-1-(phenylmethyl)-4-piperidinyl]-N-phenylpropanamide), [H][H] (hydrogen). Reaction SMILES: [CH2:1]([O:3][CH2:4][C:5]1([N:18]([C:23]2[CH:28]=[CH:27][CH:26]=[CH:25][CH:24]=2)[C:19](=[O:22])[CH2:20][CH3:21])[CH2:10][CH2:9][N:8](CC2C=CC=CC=2)[CH2:7][CH2:6]1)[CH3:2].[H][H]>[Pd].C(O)(=O)C>[CH2:1]([O:3][CH2:4][C:5]1([N:18]([C:23]2[CH:28]=[CH:27][CH:26]=[CH:25][CH:24]=2)[C:19](=[O:22])[CH2:20][CH3:21])[CH2:10][CH2:9][NH:8][CH2:7][CH2:6]1)[CH3:2]. The solvent is C(C)(=O)O (acetic acid). The product is C(C)OCC1(CCNCC1)N(C(CC)=O)C1=CC=CC=C1 (N-[4-(ethoxymethyl)-4-piperidinyl]-N-phenylpropanamide). Procedure details: A mixture of 14.4 parts of N-[4-(ethoxymethyl)-1-(phenylmethyl)-4-piperidinyl]-N-phenylpropanamide and 200 parts of acetic acid is hydrogenated at normal pressure and at room temperature with 2 parts of palladium-on-charcoal catalyst 10%. After the calculated amount of hydrogen is taken up, the catalyst is filtered off and the filtrate is evaporated. The residue is taken up in water, cooled and basified with ammonium hydroxide. The product is extracted with trichloromethane. The extract is washe... The reactants are [N+](=O)([O-])C=1C=C2C=CNC2=CC1 (5-nitroindole), C1(C=CCCC1)=O (cyclohex-2-enone), Bi(NO3)3. The solvent is CC#N (MeCN). Run at time 8 hour. Product: [N+](=O)([O-])C=1C=C2C(=CNC2=CC1)C1CC(CCC1)=O (3-(5-Nitro-1H-indol-3-yl)cyclohexanone). The yield is 40.8%. As a reaction SMILES: [N+:1]([C:4]1[CH:5]=[C:6]2[C:10](=[CH:11][CH:12]=1)[NH:9][CH:8]=[CH:7]2)([O-:3])=[O:2].[C:13]1(=[O:19])[CH2:18][CH2:17][CH2:16][CH:15]=[CH:14]1>CC#N>[N+:1]([C:4]1[CH:5]=[C:6]2[C:10](=[CH:11][CH:12]=1)[NH:9][CH:8]=[C:7]2[CH:15]1[CH2:16][CH2:17][CH2:18][C:13](=[O:19])[CH2:14]1)([O-:3])=[O:2]. Procedure details: To a solution of 5-nitroindole (4.00 g, 25.61 mmol) in dry MeCN (5.00 mL) was added cyclohex-2-enone (7.40 mL, 76.83 mmol) and Bi(NO3)3 (0.12 g, 0.26 mmol) and the mixture stirred overnight at room temperature. The solvent then was evaporated and the crude was purified by column chromatography (50% Hexane:50% EtOAc) to obtain the title compound (2.70 g, 41%) as a yellow solid. 1H-NMR (CDCl3) δ 1.81-2.09 (m, 3H), 2.26-2.34 (m, 1H), 2.37-2.55 (m, 2H), 2.65 (dd, 1H, J=9.9, 12.9 Hz), 2.77-2.85 (m, 1... Reactants: O=C1CSC(=O)N1, O=Cc1ccc2ncccc2c1. The product is O=C1NC(=O)C(=Cc2ccc3ncccc3c2)S1. Reaction SMILES: [O:13]=[C:14]1[CH2:15][S:16][C:17](=[O:18])[NH:19]1.[n:1]1[cH:2][cH:3][cH:4][c:5]2[cH:6][c:7]([CH:11]=[O:12])[cH:8][cH:9][c:10]12>>[n:1]1[cH:2][cH:3][cH:4][c:5]2[cH:6][c:7]([CH:11]=[C:15]3[C:14](=[O:13])[NH:19][C:17](=[O:18])[S:16]3)[cH:8][cH:9][c:10]12.